Dataset: the Open Reaction Database (ORD), a public repository of structured organic reaction records. Task: describe an organic reaction: reactants, conditions, products, and yield Starting materials: CC(C)(C)OC(=O)c1ccc(C(=O)O)cc1, CC(C)S(N)(=O)=O, CCN=C=NCCCN(C)C, CN(C)c1ccncc1, CCOC(C)=O, ClCCl, Cl. Product: CC(C)S(=O)(=O)NC(=O)c1ccc(C(=O)OC(C)(C)C)cc1. RXN SMILES: [C:13]([CH3:14])([CH3:15])([CH3:16])[O:17][C:18](=[O:19])[c:20]1[cH:21][cH:22][c:23]([C:24](=[O:25])[OH:26])[cH:27][cH:28]1.[CH3:29][CH:30]([CH3:31])[S:32](=[O:33])(=[O:34])[NH2:35].[CH3:2][N:3]([CH3:4])[CH2:5][CH2:6][CH2:7][N:8]=[C:9]=[N:10][CH2:11][CH3:12].[CH3:36][N:37]([CH3:38])[c:39]1[cH:40][cH:41][n:42][cH:43][cH:44]1.[CH3:48][CH2:49][O:50][C:51](=[O:52])[CH3:53].[Cl:45][CH2:46][Cl:47].[ClH:1]>>[C:13]([CH3:14])([CH3:15])([CH3:16])[O:17][C:18](=[O:19])[c:20]1[cH:21][cH:22][c:23]([C:24](=[O:26])[NH:35][S:32]([CH:30]([CH3:29])[CH3:31])(=[O:33])=[O:34])[cH:27][cH:28]1.